This data is from the Open Reaction Database (ORD), a public repository of structured organic reaction records. The task is: describe an organic reaction: reactants, conditions, products, and yield Reactants: ClCCCCOC=1C=CC2=C(C(OC(N2)=O)(C)C)C1 (6-(4-chlorobutoxy)-4,4-dimethyl-4H-3,1-benzoxazin-2-one), CC1=CC=C(C=C1)S (4-methyl-thiophenol). Yields the product CC1=CC=C(C=C1)SCCCCOC=1C=CC2=C(C(OC(N2)=O)(C)C)C1 (6-[4-(4-Methyl-phenylmercapto)-butoxy]-4,4-dimethyl-4H-3,1-benzoxazin-2-one). Reaction SMILES: Cl[CH2:2][CH2:3][CH2:4][CH2:5][O:6][C:7]1[CH:8]=[CH:9][C:10]2[NH:15][C:14](=[O:16])[O:13][C:12]([CH3:18])([CH3:17])[C:11]=2[CH:19]=1.[CH3:20][C:21]1[CH:26]=[CH:25][C:24]([SH:27])=[CH:23][CH:22]=1>>[CH3:20][C:21]1[CH:26]=[CH:25][C:24]([S:27][CH2:2][CH2:3][CH2:4][CH2:5][O:6][C:7]2[CH:8]=[CH:9][C:10]3[NH:15][C:14](=[O:16])[O:13][C:12]([CH3:18])([CH3:17])[C:11]=3[CH:19]=2)=[CH:23][CH:22]=1. Reported procedure: Prepared analogously to Example 1 from 6-(4-chlorobutoxy)-4,4-dimethyl-4H-3,1-benzoxazin-2-one and 4-methyl-thiophenol. Reaction SMILES: [CH3:1][c:2]1[nH:3][c:4](-[c:17]2[cH:18][cH:19][cH:20][cH:21][cH:22]2)[cH:5][c:6]1[C:7](=[O:8])[O:9][CH2:10][c:11]1[cH:12][cH:13][cH:14][cH:15][cH:16]1.[Cl:25][CH2:26][O:27][CH2:28][c:29]1[cH:30][cH:31][cH:32][cH:33][cH:34]1.[H-:23].[Na+:24].[O:36]1[CH2:37][CH2:38][CH2:39][CH2:40]1.[OH2:35]>>[CH3:1][c:2]1[n:3]([CH2:26][O:27][CH2:28][c:29]2[cH:30][cH:31][cH:32][cH:33][cH:34]2)[c:4](-[c:17]2[cH:18][cH:19][cH:20][cH:21][cH:22]2)[cH:5][c:6]1[C:7](=[O:8])[O:9][CH2:10][c:11]1[cH:12][cH:13][cH:14][cH:15][cH:16]1. Product: Cc1c(C(=O)OCc2ccccc2)cc(-c2ccccc2)n1COCc1ccccc1. Starting materials: Cc1[nH]c(-c2ccccc2)cc1C(=O)OCc1ccccc1, ClCOCc1ccccc1, [H-], [Na+], C1CCOC1, O. Starting materials: BrC(Br)(Br)Br, CCOCC, CC(O)c1cc(C(F)(F)F)on1, c1ccc(P(c2ccccc2)c2ccccc2)cc1. Product: CC(Br)c1cc(C(F)(F)F)on1. RXN SMILES: [C:32]([Br:33])([Br:34])([Br:35])[Br:36].[CH3:37][CH2:38][O:39][CH2:40][CH3:41].[F:1][C:2]([c:3]1[cH:4][c:5]([CH:8]([CH3:9])[OH:10])[n:6][o:7]1)([F:11])[F:12].[c:13]1([P:14]([c:15]2[cH:16][cH:17][cH:18][cH:19][cH:20]2)[c:21]2[cH:22][cH:23][cH:24][cH:25][cH:26]2)[cH:27][cH:28][cH:29][cH:30][cH:31]1>>[F:1][C:2]([c:3]1[cH:4][c:5]([CH:8]([CH3:9])[Br:33])[n:6][o:7]1)([F:11])[F:12].